describe an organic reaction: reactants, conditions, products, and yield From a dataset of the Open Reaction Database (ORD), a public repository of structured organic reaction records. Starting materials: N1=CC=C(C=C1)C1=CC=C(C=O)C=C1 (4-(4-pyridinyl)-benzaldehyde), N1=C(C=CC=C1)C1=CC=C(C=O)C=C1 (4-(2-pyridinyl)-benzaldehyde). Product: N1=CC=C(C=C1)C1=CC=C(C=C1)/C=C/C=O ((E)-3-[4-(4-Pyridinyl)phenyl]-2-propenal). As a reaction SMILES: [N:1]1[CH:6]=[CH:5][C:4]([C:7]2[CH:14]=[CH:13][C:10]([CH:11]=O)=[CH:9][CH:8]=2)=[CH:3][CH:2]=1.N1C=CC=CC=1C1C=C[C:24]([CH:25]=[O:26])=CC=1>>[N:1]1[CH:6]=[CH:5][C:4]([C:7]2[CH:14]=[CH:13][C:10](/[CH:11]=[CH:24]/[CH:25]=[O:26])=[CH:9][CH:8]=2)=[CH:3][CH:2]=1. Procedure: The title compound was prepared by a procedure analogous to Reference Example 31 by substituting 4-(4-pyridinyl)-benzaldehyde (prepared as described in WO 9828264) for the 4-(2-pyridinyl)-benzaldehyde of Reference Example 31. MS 210 (M+H)+. Starting materials: CCO, FC(F)(F)Oc1ccc(N2CCN(c3ccc(OC4CCCCO4)cc3)CC2)cc1, Cc1ccc(S(=O)(=O)[O-])cc1, c1cc[nH+]cc1. Yields the product Oc1ccc(N2CCN(c3ccc(OC(F)(F)F)cc3)CC2)cc1. RXN SMILES: [CH3:48][CH2:49][OH:50].[O:1]1[CH2:2][CH2:3][CH2:4][CH2:5][CH:6]1[O:7][c:8]1[cH:9][cH:10][c:11]([N:14]2[CH2:15][CH2:16][N:17]([c:20]3[cH:21][cH:22][c:23]([O:26][C:27]([F:28])([F:29])[F:30])[cH:24][cH:25]3)[CH2:18][CH2:19]2)[cH:12][cH:13]1.[c:31]1([CH3:32])[cH:33][cH:34][c:35]([S:36]([O-:37])(=[O:38])=[O:39])[cH:40][cH:41]1.[nH+:42]1[cH:43][cH:44][cH:45][cH:46][cH:47]1>>[OH:7][c:8]1[cH:9][cH:10][c:11]([N:14]2[CH2:15][CH2:16][N:17]([c:20]3[cH:21][cH:22][c:23]([O:26][C:27]([F:28])([F:29])[F:30])[cH:24][cH:25]3)[CH2:18][CH2:19]2)[cH:12][cH:13]1. The reactants are CC(C)(C)C(O[SiH](c1ccccc1)c1ccccc1)c1c(Cl)ccc(NC(=O)CN2C(=O)c3ccccc3C2=O)c1Cl, CN(C)C=O, CI, [H-], [Na+], O. Product: CN(C(=O)CN1C(=O)c2ccccc2C1=O)c1ccc(Cl)c(C(O[SiH](c2ccccc2)c2ccccc2)C(C)(C)C)c1Cl. Reaction SMILES: [C:1]([CH3:2])([CH3:3])([CH3:4])[CH:5]([c:6]1[c:7]([Cl:28])[c:8]([NH:13][C:14]([CH2:15][N:16]2[C:17](=[O:26])[c:18]3[c:19]([cH:22][cH:23][cH:24][cH:25]3)[C:20]2=[O:21])=[O:27])[cH:9][cH:10][c:11]1[Cl:12])[O:29][SiH:30]([c:31]1[cH:32][cH:33][cH:34][cH:35][cH:36]1)[c:37]1[cH:38][cH:39][cH:40][cH:41][cH:42]1.[CH3:43][N:44]([CH3:45])[CH:46]=[O:47].[CH3:50][I:51].[H-:48].[Na+:49].[OH2:52]>>[C:1]([CH3:2])([CH3:3])([CH3:4])[CH:5]([c:6]1[c:7]([Cl:28])[c:8]([N:13]([C:14]([CH2:15][N:16]2[C:17](=[O:26])[c:18]3[c:19]([cH:22][cH:23][cH:24][cH:25]3)[C:20]2=[O:21])=[O:27])[CH3:43])[cH:9][cH:10][c:11]1[Cl:12])[O:29][SiH:30]([c:31]1[cH:32][cH:33][cH:34][cH:35][cH:36]1)[c:37]1[cH:38][cH:39][cH:40][cH:41][cH:42]1. The product is BrC(CCOC1=CC(=CC=C1)Br)OC1=CC=CC=C1 (3,3′-Dibromo-1,1′-trimethylenedioxydibenzene). Run at temperature 5 celsius, time 1 hour. Reactants: [H-].[Na+] (sodium hydride), C(CCBr)Br (trimethylene dibromide), BrC=1C=C(C=CC1)O (3-bromophenol). The yield is 62.3%. Reported procedure: In a stream of nitrogen, 100 ml of a dimethylformamide (to be referred to as DMF hereinafter) solution containing 20.03 g (115.8 mmol) of 3-bromophenol was cooled to 5° C. and mixed with 4.9 g (122 mmol) of 60% sodium hydride. After 1 hour of stirring at room temperature, this was mixed with 25 ml of a DMF solution containing 11.5 g (57 mmol) of trimethylene dibromide and stirred at 70° C. for 20 hours. The reaction solution was extracted with 800 ml of ethyl acetate and washed with water (200 m... The solvent is CN(C=O)C (DMF), CN(C=O)C (dimethylformamide). As a reaction SMILES: [Br:1][C:2]1[CH:3]=[C:4]([OH:8])[CH:5]=[CH:6][CH:7]=1.[H-].[Na+].[CH2:11]([Br:15])[CH2:12][CH2:13]Br>CN(C)C=O>[Br:15][CH:11]([O:8][C:4]1[CH:5]=[CH:6][CH:7]=[CH:2][CH:3]=1)[CH2:12][CH2:13][O:8][C:4]1[CH:5]=[CH:6][CH:7]=[C:2]([Br:1])[CH:3]=1 |f:1.2|. Starting materials: COC=1SC=CC1 (2-methoxythiophene), Cl.N12C[C@@H](C(CC1)CC2)NC(=O)C=2SC(=CC2)C#N (N-[(3R)-1-azabicyclo[2.2.2]oct-3-yl]-5-cyanothiophene-2-carboxamide Hydrochloride). Yields the product Cl.N12C[C@@H](C(CC1)CC2)NC(=O)C=2SC(=CC2)OC (N-[(3R)-1-azabicyclo[2.2.2]oct-3-yl]-5-methoxy-thiophene-2-carboxamide Hydrochloride). Reaction SMILES: [CH3:1][O:2][C:3]1[S:4][CH:5]=[CH:6][CH:7]=1.[ClH:8].[N:9]12[CH2:16][CH2:15][CH:12]([CH2:13][CH2:14]1)[C@@H:11]([NH:17][C:18](C1SC(C#N)=CC=1)=[O:19])[CH2:10]2>>[ClH:8].[N:9]12[CH2:16][CH2:15][CH:12]([CH2:13][CH2:14]1)[C@@H:11]([NH:17][C:18]([C:5]1[S:4][C:3]([O:2][CH3:1])=[CH:7][CH:6]=1)=[O:19])[CH2:10]2 |f:1.2,3.4|. Reported procedure: This compound is prepared from 2-methoxythiophene according to the procedure used to make the compound of Example 18, making non-critical variations. Yield for 2 steps 33%. HRMS (FAB) calculated for C13H18N2O2S+H 267.1167, found 267.1167. Reactants: F[B-](F)(F)F, CN1CCOCC1, Cl, Cc1cc(C2CCc3nc(C(=O)O)cn3C2)ccc1F, FC(F)(F)c1cccc(N2CCNCC2)c1, CN(C)C=O, CN(C)C(On1nnc2ccccc21)=[N+](C)C. Yields the product Cc1cc(C2CCc3nc(C(=O)N4CCN(c5cccc(C(F)(F)F)c5)CC4)cn3C2)ccc1F. As a reaction SMILES: [B-:1]([F:2])([F:3])([F:4])[F:5].[CH3:23][N:24]1[CH2:25][CH2:26][O:27][CH2:28][CH2:29]1.[ClH:30].[F:31][c:32]1[c:33]([CH3:50])[cH:34][c:35]([CH:38]2[CH2:39][CH2:40][c:41]3[n:42]([cH:44][c:45]([C:47](=[O:48])[OH:49])[n:46]3)[CH2:43]2)[cH:36][cH:37]1.[F:51][C:52]([c:53]1[cH:54][c:55]([N:59]2[CH2:60][CH2:61][NH:62][CH2:63][CH2:64]2)[cH:56][cH:57][cH:58]1)([F:65])[F:66].[O:67]=[CH:68][N:69]([CH3:70])[CH3:71].[n:6]1([O:7][C:8]([N:9]([CH3:10])[CH3:11])=[N+:12]([CH3:13])[CH3:14])[c:15]2[cH:16][cH:17][cH:18][cH:19][c:20]2[n:21][n:22]1>>[F:31][c:32]1[c:33]([CH3:50])[cH:34][c:35]([CH:38]2[CH2:39][CH2:40][c:41]3[n:42]([cH:44][c:45]([C:47](=[O:49])[N:62]4[CH2:61][CH2:60][N:59]([c:55]5[cH:54][c:53]([C:52]([F:51])([F:65])[F:66])[cH:58][cH:57][cH:56]5)[CH2:64][CH2:63]4)[n:46]3)[CH2:43]2)[cH:36][cH:37]1. Starting materials: CC(=O)OC1CCC2CC(=O)CCC21, CC(=O)O, O=[N+]([O-])O, O, O, O. Yields the product CC(=O)OC1CCC2C(C(=O)O)CCC12. As a reaction SMILES: [C:8]([CH3:9])(=[O:10])[O:11][CH:12]1[CH:13]2[CH2:14][CH2:15][C:16](=[O:21])[CH2:17][CH:18]2[CH2:19][CH2:20]1.[CH3:22][C:23](=[O:24])[OH:25].[N+:4]([O-:5])([OH:6])=[O:7].[OH2:1].[OH2:2].[OH2:3]>>[O:1]=[C:16]([CH:17]1[CH2:15][CH2:14][CH:13]2[CH:12]([O:11][C:8]([CH3:9])=[O:10])[CH2:20][CH2:19][CH:18]21)[OH:21].